Dataset: the Open Reaction Database (ORD), a public repository of structured organic reaction records. Task: describe an organic reaction: reactants, conditions, products, and yield Starting materials: NC1=C(C=CC=C1C)C(O)(C)C ((2-amino-3-methylphenyl)dimethylcarbinol). The solvent is C1(=CC=CC=C1)C (toluene), II (iodine). The product is NC1=C(C=CC=C1C)C(=C)C (2-(2-amino-3-methylphenyl)propene). Reaction SMILES: [NH2:1][C:2]1[C:7]([CH3:8])=[CH:6][CH:5]=[CH:4][C:3]=1[C:9]([CH3:12])([CH3:11])O>C1(C)C=CC=CC=1.II>[NH2:1][C:2]1[C:7]([CH3:8])=[CH:6][CH:5]=[CH:4][C:3]=1[C:9]([CH3:12])=[CH2:11]. Reported procedure: 49B was dissolved in 60 ml of toluene containing 5 mg of iodine, and the mixture was refluxed overnight. The solvent was evaporated and the residue was distilled in a short-path bantumware apparatus to give 2-(2-amino-3-methylphenyl)propene (49C), as a colorless oil, b.p.: 82°-85° C. (2 Torr.). Reactants: BrC=1C=NC=C(C#N)C1 (5-bromonicotinonitrile), C(#C)C1=CC(=CC=C1)[N+](=O)[O-] (1-ethynyl-3-nitrobenzene). Yields the product [N+](=O)([O-])C=1C=C(C=CC1)C#CC=1C=NC=C(C#N)C1 (5-(3-Nitrophenylethynyl)-nicotinonitrile). The yield is 21.6%. RXN SMILES: Br[C:2]1[CH:3]=[N:4][CH:5]=[C:6]([CH:9]=1)[C:7]#[N:8].[C:10]([C:12]1[CH:17]=[CH:16][CH:15]=[C:14]([N+:18]([O-:20])=[O:19])[CH:13]=1)#[CH:11]>>[N+:18]([C:14]1[CH:13]=[C:12]([C:10]#[C:11][C:2]2[CH:3]=[N:4][CH:5]=[C:6]([CH:9]=2)[C:7]#[N:8])[CH:17]=[CH:16][CH:15]=1)([O-:20])=[O:19]. Procedure: Prepare essentially as described in PREPARATION 10 using 5-bromonicotinonitrile (400 mg, 2.19 mmol) and 1-ethynyl-3-nitrobenzene, (prepared as described in PREPARATION 11), (644 mg, 4.38 mmol) to give the title compound (118 mg, 65%).